Dataset: the Open Reaction Database (ORD), a public repository of structured organic reaction records. Task: describe an organic reaction: reactants, conditions, products, and yield Starting materials: FC(F)(F)c1nnc2ccc(N3CC4CNCC4C3)nn12, O=Cc1ccc(Cl)cc1. Product: FC(F)(F)c1nnc2ccc(N3CC4CN(Cc5ccc(Cl)cc5)CC4C3)nn12. As a reaction SMILES: [CH2:1]1[N:2]([c:9]2[cH:10][cH:11][c:12]3[n:13]([n:14]2)[c:15]([C:18]([F:19])([F:20])[F:21])[n:16][n:17]3)[CH2:3][CH:4]2[CH:5]1[CH2:6][NH:7][CH2:8]2.[Cl:22][c:23]1[cH:24][cH:25][c:26]([CH:27]=[O:28])[cH:29][cH:30]1>>[CH2:1]1[N:2]([c:9]2[cH:10][cH:11][c:12]3[n:13]([n:14]2)[c:15]([C:18]([F:19])([F:20])[F:21])[n:16][n:17]3)[CH2:3][CH:4]2[CH:5]1[CH2:6][N:7]([CH2:27][c:26]1[cH:25][cH:24][c:23]([Cl:22])[cH:30][cH:29]1)[CH2:8]2. Starting materials: C(C)OC(C(C)(OC1=C(C=C(C=C1)OCC=1C(=NC(=CC1C(F)(F)F)C1=CC=C(C=C1)OC(F)(F)F)C)C)C)=O (2-methyl-2-{2-methyl-4-[2-methyl-6-(4-trifluoromethoxy-phenyl)-4-trifluoromethyl-pyridin-3-ylmethoxy]-phenoxy}-propionic acid ethyl ester), [Li+].[OH-] (LiOH). Product: CC(C(=O)O)(C)OC1=C(C=C(C=C1)OCC=1C(=NC(=CC1C(F)(F)F)C1=CC=C(C=C1)OC(F)(F)F)C)C (2-Methyl-2-{2-methyl-4-[2-methyl-6-(4-trifluoromethoxy-phenyl)-4-trifluoromethyl-pyridin-3-ylmethoxy]-phenoxy}-propionic acid). Reaction SMILES: C([O:3][C:4](=[O:40])[C:5]([CH3:39])([O:7][C:8]1[CH:13]=[CH:12][C:11]([O:14][CH2:15][C:16]2[C:17]([CH3:37])=[N:18][C:19]([C:26]3[CH:31]=[CH:30][C:29]([O:32][C:33]([F:36])([F:35])[F:34])=[CH:28][CH:27]=3)=[CH:20][C:21]=2[C:22]([F:25])([F:24])[F:23])=[CH:10][C:9]=1[CH3:38])[CH3:6])C.[Li+].[OH-]>>[CH3:39][C:5]([O:7][C:8]1[CH:13]=[CH:12][C:11]([O:14][CH2:15][C:16]2[C:17]([CH3:37])=[N:18][C:19]([C:26]3[CH:27]=[CH:28][C:29]([O:32][C:33]([F:36])([F:35])[F:34])=[CH:30][CH:31]=3)=[CH:20][C:21]=2[C:22]([F:23])([F:24])[F:25])=[CH:10][C:9]=1[CH3:38])([CH3:6])[C:4]([OH:40])=[O:3] |f:1.2|. Procedure details: In analogy to the procedure described in example 26C], 2-methyl-2-{2-methyl-4-[2-methyl-6-(4-trifluoromethoxy-phenyl)-4-trifluoromethyl-pyridin-3-ylmethoxy]-phenoxy}-propionic acid ethyl ester was treated with LiOH to obtain the title compound as colorless solid.